From a dataset of the Open Reaction Database (ORD), a public repository of structured organic reaction records. describe an organic reaction: reactants, conditions, products, and yield Reactants: CN(C)C=O, CC#N, Cc1c(CN2CCN(c3nccnc3-c3ccc(CCl)cc3)CC2)cnn1C, Cl, Cl, Cl, [H-], [I-], O=C1CCCN1, [Na+], [Na+], O. Product: Cl, Cc1c(CN2CCN(c3nccnc3-c3ccc(CN4CCCC4=O)cc3)CC2)cnn1C. RXN SMILES: [CH3:42][N:43]([CH3:44])[CH:45]=[O:46].[CH3:47][C:48]#[N:49].[Cl:11][CH2:12][c:13]1[cH:14][cH:15][c:16](-[c:19]2[c:20]([N:25]3[CH2:26][CH2:27][N:28]([CH2:31][c:32]4[cH:33][n:34][n:35]([CH3:38])[c:36]4[CH3:37])[CH2:29][CH2:30]3)[n:21][cH:22][cH:23][n:24]2)[cH:17][cH:18]1.[ClH:10].[ClH:41].[ClH:9].[H-:7].[I-:40].[NH:1]1[C:2](=[O:6])[CH2:3][CH2:4][CH2:5]1.[Na+:39].[Na+:8].[OH2:50]>>[ClH:11].[N:1]1([CH2:12][c:13]2[cH:14][cH:15][c:16](-[c:19]3[c:20]([N:25]4[CH2:26][CH2:27][N:28]([CH2:31][c:32]5[cH:33][n:34][n:35]([CH3:38])[c:36]5[CH3:37])[CH2:29][CH2:30]4)[n:21][cH:22][cH:23][n:24]3)[cH:17][cH:18]2)[C:2](=[O:6])[CH2:3][CH2:4][CH2:5]1.